From a dataset of the Open Reaction Database (ORD), a public repository of structured organic reaction records. describe an organic reaction: reactants, conditions, products, and yield Reactants: CCCCCCCCC=CCCCCCCCCOCC(COCCCCCCCCC=CCCCCCCCC)OS(=O)(=O)c1ccc(C)cc1, CN(C)C=O, [Li+], [N-]=[N+]=[N-]. Yields the product CCCCCCCCC=CCCCCCCCCOCC(COCCCCCCCCC=CCCCCCCCC)N=[N+]=[N-]. RXN SMILES: [CH2:1]([CH2:2][CH2:3][CH2:4][CH2:5][CH2:6][CH2:7][CH2:8][CH:9]=[CH:10][CH2:11][CH2:12][CH2:13][CH2:14][CH2:15][CH2:16][CH2:17][CH3:18])[O:19][CH2:20][CH:21]([O:22][S:23]([c:24]1[cH:25][cH:26][c:27]([CH3:28])[cH:29][cH:30]1)(=[O:31])=[O:32])[CH2:33][O:34][CH2:35][CH2:36][CH2:37][CH2:38][CH2:39][CH2:40][CH2:41][CH2:42][CH:43]=[CH:44][CH2:45][CH2:46][CH2:47][CH2:48][CH2:49][CH2:50][CH2:51][CH3:52].[CH3:57][N:58]([CH3:59])[CH:60]=[O:61].[Li+:56].[N-:53]=[N+:54]=[N-:55]>>[CH2:1]([CH2:2][CH2:3][CH2:4][CH2:5][CH2:6][CH2:7][CH2:8][CH:9]=[CH:10][CH2:11][CH2:12][CH2:13][CH2:14][CH2:15][CH2:16][CH2:17][CH3:18])[O:19][CH2:20][CH:21]([CH2:33][O:34][CH2:35][CH2:36][CH2:37][CH2:38][CH2:39][CH2:40][CH2:41][CH2:42][CH:43]=[CH:44][CH2:45][CH2:46][CH2:47][CH2:48][CH2:49][CH2:50][CH2:51][CH3:52])[N:53]=[N+:54]=[N-:55]. Reactants: [OH-].[K+] (KOH), C(C)OC(C(C(=O)OCC)C(C)C1CCN(CC1)C(=O)OC(C)(C)C)=O (2-[1-(1-tert-butoxycarbonyl-piperidin-4-yl)-ethyl]-malonic acid diethyl ester), CCOC(=O)C (EtOAc). Solvent: CCO (EtOH), C(Cl)Cl (methylene chloride), CCO (EtOH). Product: C(C)OC(C(C(=O)O)C(C)C1CCN(CC1)C(=O)OC(C)(C)C)=O (2-[1-(1-tert-butoxycarbonyl-piperidin-4-yl)-ethyl]-malonic acid monoethyl ester). Yield: 119.9%. Reaction SMILES: [OH-].[K+].[CH2:3]([O:5][C:6](=[O:28])[CH:7]([CH:13]([CH:15]1[CH2:20][CH2:19][N:18]([C:21]([O:23][C:24]([CH3:27])([CH3:26])[CH3:25])=[O:22])[CH2:17][CH2:16]1)[CH3:14])[C:8]([O:10]CC)=[O:9])[CH3:4].CCOC(C)=O>CCO.C(Cl)Cl>[CH2:3]([O:5][C:6](=[O:28])[CH:7]([CH:13]([CH:15]1[CH2:16][CH2:17][N:18]([C:21]([O:23][C:24]([CH3:25])([CH3:27])[CH3:26])=[O:22])[CH2:19][CH2:20]1)[CH3:14])[C:8]([OH:10])=[O:9])[CH3:4] |f:0.1|. Procedure: A solution of KOH (84 mg, 1.16 mmol) in EtOH (2 mL) was added dropwise to a solution of 2-[1-(1-tert-butoxycarbonyl-piperidin-4-yl)-ethyl]-malonic acid diethyl ester (0.39 g, 1.01 mmol) in methylene chloride (4 mL) and EtOH (10 mL) at 0° C. The resulting mixture was stirred at room temperature over night. EtOAc was added and the mixture was washed with 0.5 M HCl and brine, dried and concentrated under reduced pressure to give 416 mg of crude 2-[1-(1-tert-butoxycarbonyl-piperidin-4-yl)-ethyl]-mal... Starting materials: C(C)OCCCCCN1CCC(CC1)=O (1-(5-ethoxypentyl)-4-piperidone), Cl.NO (hydroxylamine hydrochloride). Product: C(C)OCCCCCN1CCC(CC1)=NO (1-(5-Ethoxypentyl)-4-piperidone oxime). RXN SMILES: [CH2:1]([O:3][CH2:4][CH2:5][CH2:6][CH2:7][CH2:8][N:9]1[CH2:14][CH2:13][C:12](=O)[CH2:11][CH2:10]1)[CH3:2].Cl.[NH2:17][OH:18]>>[CH2:1]([O:3][CH2:4][CH2:5][CH2:6][CH2:7][CH2:8][N:9]1[CH2:14][CH2:13][C:12](=[N:17][OH:18])[CH2:11][CH2:10]1)[CH3:2] |f:1.2|. Procedure: 1-(5-Ethoxypentyl)-4-piperidone oxime is prepared from 1-(5-ethoxypentyl)-4-piperidone and hydroxylamine hydrochloride essentially as described above in Example 38, Scheme C, step b. Starting materials: COC(=O)C=1C=NN(C1C1CC1)C1=C(C=C(C=C1)S(=O)(=O)C)Cl (5-Cyclopropyl-1-(2-chloro-4-methanesulfonylphenyl)-1H-pyrazole-4-carboxylic acid methyl ester), [OH-].[Na+] (sodium hydroxide). The solvent is O (water). Product: C1(CC1)C1=C(C=NN1C1=C(C=C(C=C1)S(=O)(=O)C)Cl)C(=O)O (5-cyclopropyl-1-(2-chloro-4-methanesulfonylphenyl)-1H-pyrazole-4-carboxylic acid). RXN SMILES: C[O:2][C:3]([C:5]1[CH:6]=[N:7][N:8]([C:13]2[CH:18]=[CH:17][C:16]([S:19]([CH3:22])(=[O:21])=[O:20])=[CH:15][C:14]=2[Cl:23])[C:9]=1[CH:10]1[CH2:12][CH2:11]1)=[O:4].[OH-].[Na+]>O>[CH:10]1([C:9]2[N:8]([C:13]3[CH:18]=[CH:17][C:16]([S:19]([CH3:22])(=[O:21])=[O:20])=[CH:15][C:14]=3[Cl:23])[N:7]=[CH:6][C:5]=2[C:3]([OH:4])=[O:2])[CH2:11][CH2:12]1 |f:1.2|. Reported procedure: 5-Cyclopropyl-1-(2-chloro-4-methanesulfonylphenyl)-1H-pyrazole-4-carboxylic acid methyl ester is hydrolyzed with a base such as sodium hydroxide in water to form 5-cyclopropyl-1-(2-chloro-4-methanesulfonylphenyl)-1H-pyrazole-4-carboxylic acid, analogous to the formula IX′ acid. The carboxylic acid pyrazole is then activated with coupling agent such as thionyl chloride to form the activated compound, analogous to the formula X′ compound. The activated compound is then coupled with guanidine to fo... Starting materials: ClC=1C=C(C=CC1Cl)C1(CCNC1)CCCOC1OCCCC1 (4-(3,4-dichloro-phenyl)-4-[3-(tetrahydro-pyran-2-yloxy)-propyl]-pyrrolidine), C(=O)([O-])[O-].[K+].[K+] (K2CO3), COC=1C=C(CBr)C=C(C1OC)OC (3,4,5-trimethoxy-benzyl bromide). Run in C1CCOC1.O (THF H2O), C(C)(=O)OCC (ethyl acetate). Run at time 16 hour. Product: ClC=1C=C(C=CC1Cl)C1(CCN(C1)CC1=CC(=C(C(=C1)OC)OC)OC)CCCOC1OCCCC1 (4-(3,4-dichloro-phenyl)-4-[3-(tetrahydro-pyran-2-yloxy)-propyl]-1-(3,4,5-trimethoxy-benzyl)-pyrrolidine). RXN SMILES: [Cl:1][C:2]1[CH:3]=[C:4]([C:9]2([CH2:14][CH2:15][CH2:16][O:17][CH:18]3[CH2:23][CH2:22][CH2:21][CH2:20][O:19]3)[CH2:13][NH:12][CH2:11][CH2:10]2)[CH:5]=[CH:6][C:7]=1[Cl:8].C([O-])([O-])=O.[K+].[K+].[CH3:30][O:31][C:32]1[CH:33]=[C:34]([CH:37]=[C:38]([O:42][CH3:43])[C:39]=1[O:40][CH3:41])[CH2:35]Br>C1COCC1.O.C(OCC)(=O)C>[Cl:1][C:2]1[CH:3]=[C:4]([C:9]2([CH2:14][CH2:15][CH2:16][O:17][CH:18]3[CH2:23][CH2:22][CH2:21][CH2:20][O:19]3)[CH2:13][N:12]([CH2:35][C:34]3[CH:37]=[C:38]([O:42][CH3:43])[C:39]([O:40][CH3:41])=[C:32]([O:31][CH3:30])[CH:33]=3)[CH2:11][CH2:10]2)[CH:5]=[CH:6][C:7]=1[Cl:8] |f:1.2.3,5.6|. Procedure: Combine 4-(3,4-dichloro-phenyl)-4-[3-(tetrahydro-pyran-2-yloxy)-propyl]-pyrrolidine (10 mmol), K2CO3 (30 mmol), and 3,4,5-trimethoxy-benzyl bromide (10 mmol) in THF/H2O (4/1, 200 mL). Heat to reflux and stir for 16 h. Concentrate in vacuo to obtain a residue. Dilute the residue with ethyl acetate and extract with H2O. Separate the layers, dry the organic layer over MgSO4, filter, and concentrate in vacuo. Chromatograph on silica gel to give the title compound. The reactants are ClCCl, CC(C)(C)OC(=O)NC1(C(=O)NC(CN)c2ccc(Cl)cc2)CCN(c2ncnc3[nH]ccc23)CC1, O=C(O)C(F)(F)F. Yields the product NCC(NC(=O)C1(N)CCN(c2ncnc3[nH]ccc23)CC1)c1ccc(Cl)cc1. As a reaction SMILES: [Cl:44][CH2:45][Cl:46].[NH2:8][CH2:9][CH:10]([c:11]1[cH:12][cH:13][c:14]([Cl:17])[cH:15][cH:16]1)[NH:18][C:19](=[O:20])[C:21]1([NH:36][C:37](=[O:38])[O:39][C:40]([CH3:41])([CH3:42])[CH3:43])[CH2:22][CH2:23][N:24]([c:27]2[c:28]3[c:29]([n:30][cH:31][n:32]2)[nH:33][cH:34][cH:35]3)[CH2:25][CH2:26]1.[OH:1][C:2]([C:3]([F:4])([F:5])[F:6])=[O:7]>>[NH2:8][CH2:9][CH:10]([c:11]1[cH:12][cH:13][c:14]([Cl:17])[cH:15][cH:16]1)[NH:18][C:19](=[O:20])[C:21]1([NH2:36])[CH2:22][CH2:23][N:24]([c:27]2[c:28]3[c:29]([n:30][cH:31][n:32]2)[nH:33][cH:34][cH:35]3)[CH2:25][CH2:26]1. The reactants are C(C1=CC=CC=C1)N(C1=C(C(=CC=C1)NS(=O)(=O)C)C)CC1=CC=C(OC2=CC=C(OCCCC(=O)O)C=C2)C=C1 (4-(4-{4-[(benzyl{2-methyl-3-[(methylsulfonyl)amino]phenyl}amino)methyl]phenoxy}phenoxy)butanoic acid), Cl.COC(=O)C=1N(C=C(C1)N)C (4-amino-1-methyl-1H-pyrrole-2-carboxylic acid methyl ester hydrochloride). Product: C(C1=CC=CC=C1)N(C1=C(C(=CC=C1)NS(=O)(=O)C)C)CC1=CC=C(OC2=CC=C(OCCCC(=O)NC=3C=C(N(C3)C)C(=O)O)C=C2)C=C1 (4-{[4-(4-{4-[(benzyl{2-methyl-3-[(methylsulfonyl)amino]phenyl}amino)methyl]phenoxy}phenoxy)butanoyl]amino}-1-methyl-1H-pyrrole-2-carboxylic acid). Reaction SMILES: [CH2:1]([N:8]([CH2:21][C:22]1[CH:41]=[CH:40][C:25]([O:26][C:27]2[CH:39]=[CH:38][C:30]([O:31][CH2:32][CH2:33][CH2:34][C:35](O)=[O:36])=[CH:29][CH:28]=2)=[CH:24][CH:23]=1)[C:9]1[CH:14]=[CH:13][CH:12]=[C:11]([NH:15][S:16]([CH3:19])(=[O:18])=[O:17])[C:10]=1[CH3:20])[C:2]1[CH:7]=[CH:6][CH:5]=[CH:4][CH:3]=1.Cl.C[O:44][C:45]([C:47]1[N:48]([CH3:53])[CH:49]=[C:50]([NH2:52])[CH:51]=1)=[O:46]>>[CH2:1]([N:8]([CH2:21][C:22]1[CH:41]=[CH:40][C:25]([O:26][C:27]2[CH:39]=[CH:38][C:30]([O:31][CH2:32][CH2:33][CH2:34][C:35]([NH:52][C:50]3[CH:51]=[C:47]([C:45]([OH:46])=[O:44])[N:48]([CH3:53])[CH:49]=3)=[O:36])=[CH:29][CH:28]=2)=[CH:24][CH:23]=1)[C:9]1[CH:14]=[CH:13][CH:12]=[C:11]([NH:15][S:16]([CH3:19])(=[O:18])=[O:17])[C:10]=1[CH3:20])[C:2]1[CH:7]=[CH:6][CH:5]=[CH:4][CH:3]=1 |f:1.2|. Procedure: The product from Example 233 and 4-amino-1-methyl-1H-pyrrole-2-carboxylic acid methyl ester hydrochloride were processed as described in Example 251A and B to provide the titled compound. 1H NMR (500 MHz, DMSO-d6) δ11.89-12.33 (br.s, 1 H), 9.81 (s, 1 H), 8.94 (s, 1 H), 7.24 (m, 8 H), 6.98 (m, 7 H), 6.82 (d, 2 H), 6.65 (d, 1 H), 4.04 (s, 2 H), 4.00 (s, 2 H), 3.97 (t, 2 H), 3.79 (s, 3 H), 2.91 (s, 3 H), 2.38 (m, 5 H), 1.99 (m, 2 H); MS (ESI+) m/z 697 (M+H)+. Reactants: C(C1=CC=CC=C1)OC(=O)N1C(CCCC1C(=O)O)C(=O)O (Piperidine-1,2,6-tricarboxylic acid 1-benzyl ester), C(C1=CC=CC=C1)OC(=O)N1C(CCCC1C(=O)O)C(=O)O (Piperidine-1,2,6-tricarboxylic acid 1-benzyl ester), C(C)(=O)OC(C)=O (acetic anhydride). Reaction conditions: temperature 70 celsius, time 30 minute. The product is C(C1=CC=CC=C1)OC(=O)N1C2C(OC(C1CCC2)=O)=O (2,4-Dioxo-3-oxa-9-aza-bicyclo[3.3.1]nonane-9-carboxylic Acid Benzyl Ester). The yield is 99.8%. As a reaction SMILES: [CH2:1]([O:8][C:9]([N:11]1[CH:16]([C:17]([OH:19])=[O:18])[CH2:15][CH2:14][CH2:13][CH:12]1[C:20](O)=[O:21])=[O:10])[C:2]1[CH:7]=[CH:6][CH:5]=[CH:4][CH:3]=1.C(OC(=O)C)(=O)C>>[CH2:1]([O:8][C:9]([N:11]1[CH:16]2[CH2:15][CH2:14][CH2:13][CH:12]1[C:20](=[O:21])[O:18][C:17]2=[O:19])=[O:10])[C:2]1[CH:3]=[CH:4][CH:5]=[CH:6][CH:7]=1. Reported procedure: Piperidine-1,2,6-tricarboxylic acid 1-benzyl ester (Compound 1, 19.7 g, 64.11 mmol) was suspended in acetic anhydride (80 mL, 848 mmol) in a dry 250-mL round-bottom flask. The mixture was stirred at 70° C. for 30 minutes until a clear solution formed. The remaining acetic anhydride was removed in vacuo, to afford Compound 2 (18.5 g, 100%) as a clear oil. The material was of sufficiently good quality to be used in the next reaction without purification. The product was sensitive to water, so it w...